Dataset: the Open Reaction Database (ORD), a public repository of structured organic reaction records. Task: describe an organic reaction: reactants, conditions, products, and yield Starting materials: CC(C)(C)[O-], COC(OC)c1cccc(O)c1, CN(C)C=O, Clc1ncccn1, [K+], O. Product: COC(OC)c1cccc(Oc2ncccn2)c1. Reaction SMILES: [CH3:13][C:14]([CH3:15])([O-:16])[CH3:17].[CH3:1][O:2][CH:3]([c:4]1[cH:5][c:6]([OH:10])[cH:7][cH:8][cH:9]1)[O:11][CH3:12].[CH3:27][N:28]([CH3:29])[CH:30]=[O:31].[Cl:19][c:20]1[n:21][cH:22][cH:23][cH:24][n:25]1.[K+:18].[OH2:26]>>[CH3:1][O:2][CH:3]([c:4]1[cH:5][c:6]([O:10][c:20]2[n:21][cH:22][cH:23][cH:24][n:25]2)[cH:7][cH:8][cH:9]1)[O:11][CH3:12]. The product is O=C(O)CCCCC(=O)Nc1ccc(Cl)cc1. As a reaction SMILES: [CH2:22]1[O:23][CH2:24][CH2:25][CH2:26]1.[Cl:1][c:2]1[cH:3][cH:4][c:5]([NH:8][C:9]([CH2:10][CH2:11][CH2:12][CH2:13][C:14](=[O:15])[O:16][CH3:17])=[O:18])[cH:6][cH:7]1.[ClH:21].[Na+:20].[OH-:19]>>[Cl:1][c:2]1[cH:3][cH:4][c:5]([NH:8][C:9]([CH2:10][CH2:11][CH2:12][CH2:13][C:14](=[O:15])[OH:16])=[O:18])[cH:6][cH:7]1. Reactants: C1CCOC1, COC(=O)CCCCC(=O)Nc1ccc(Cl)cc1, Cl, [Na+], [OH-]. Starting materials: COC(C1=CC(=C(C(=C1)C1=CC=CC=C1)O)C1=CC=CC=C1)=O (3,5-Bis-phenyl-4-hydroxybenzoic acid methyl ester), BrCC(=O)OC(C)(C)C (tert-butyl bromoacetate), C(=O)([O-])[O-].[K+].[K+] (K2CO3). Solvent: C(C)#N (acetonitrile). Reaction conditions: temperature 70 celsius. Product: C(C)(C)(C)OC(COC1=C(C=C(C=C1C1=CC=CC=C1)C(=O)OC)C1=CC=CC=C1)=O ((5′-Carbomethoxy-[1,1′;3′,1″]terphenyl-2′-yloxy)-acetic acid tert-buyl ester). Yield: 96.2%. As a reaction SMILES: [CH3:1][O:2][C:3](=[O:23])[C:4]1[CH:9]=[C:8]([C:10]2[CH:15]=[CH:14][CH:13]=[CH:12][CH:11]=2)[C:7]([OH:16])=[C:6]([C:17]2[CH:22]=[CH:21][CH:20]=[CH:19][CH:18]=2)[CH:5]=1.Br[CH2:25][C:26]([O:28][C:29]([CH3:32])([CH3:31])[CH3:30])=[O:27].C([O-])([O-])=O.[K+].[K+]>C(#N)C>[C:29]([O:28][C:26](=[O:27])[CH2:25][O:16][C:7]1[C:6]([C:17]2[CH:22]=[CH:21][CH:20]=[CH:19][CH:18]=2)=[CH:5][C:4]([C:3]([O:2][CH3:1])=[O:23])=[CH:9][C:8]=1[C:10]1[CH:15]=[CH:14][CH:13]=[CH:12][CH:11]=1)([CH3:32])([CH3:31])[CH3:30] |f:2.3.4|. Procedure: To the phenol from Step 2 (3.50 g, 11.5 mmol) in acetonitrile (40 mL) was added tert-butyl bromoacetate (3.39 mL, 23 mmol) and K2CO3 (1.93 g, 12.65 mmol). The mixture was heated for 2 h at 70° C. then cooled to room temperature and concentrated. The residue was partitioned between ethyl acetate/H2O. The organic phase was dried (MgSO4) and concentrated to give crude product. The compound was purified by passing it through a short filter column (SiO2) using hexane as the elutant. Concentration aff... Starting materials: CC(C)S(=O)(=O)Cl, ClCCl, CC(O)(CN)c1ccc(I)cc1, O. Product: CC(C)S(=O)(=O)NCC(C)(O)c1ccc(I)cc1. RXN SMILES: [CH3:1][CH:2]([CH3:3])[S:4](=[O:5])(=[O:6])[Cl:7].[Cl:21][CH2:22][Cl:23].[NH2:8][CH2:9][C:10]([CH3:11])([OH:12])[c:13]1[cH:14][cH:15][c:16]([I:19])[cH:17][cH:18]1.[OH2:20]>>[CH3:1][CH:2]([CH3:3])[S:4](=[O:5])(=[O:6])[NH:8][CH2:9][C:10]([CH3:11])([OH:12])[c:13]1[cH:14][cH:15][c:16]([I:19])[cH:17][cH:18]1. Reactants: C12C3C(C(C=C1)C2)C(=O)OC3=O (5-norbornene-2,3-dicarboxylic acid anhydride), C([O-])([O-])=O.[Na+].[Na+] (sodium carbonate), Cl.NO (hydroxylamine hydrochloride). Solvent: O (water). Yields the product ON=C(O)C1C2C=CC(C1C(=O)O)C2 (N-hydroxy-5-norbornene-2,3-dicarboxylic acid imide). RXN SMILES: [CH:1]12[CH2:7][CH:4]([CH:5]=[CH:6]1)[CH:3]1[C:8]([O:10][C:11](=[O:12])[CH:2]21)=[O:9].C(=O)([O-])[O-].[Na+].[Na+].Cl.[NH2:20][OH:21]>O>[OH:21][N:20]=[C:11]([CH:2]1[CH:3]([C:8]([OH:10])=[O:9])[CH:4]2[CH2:7][CH:1]1[CH:6]=[CH:5]2)[OH:12] |f:1.2.3,4.5|. Procedure details: 30 ml of water was added to 24.6 g of 5-norbornene-2,3-dicarboxylic acid anhydride, and while cooling the reaction temperature below 20° C., 10.6 g of sodium carbonate and then 13.9 g of hydroxylamine hydrochloride were added. The mixture was reacted at room temperature for 1 hour and then reacted at a temperature of 60° to 70° C. for 1 hour. After cooling to room temperature, N-hydroxy-5-norbornene-2,3-dicarboxylic acid imide thus formed was collected by filtration. Starting materials: C1(=CC=CC=C1)CCBr (2-phenylethyl bromide), [H-].[Na+] (Sodium hydride), oil, O=C1CC(N(C2=C(N1)C=CC=C2)C2=CC=CC=C2)=O (2,4-dioxo-5-phenyl-2,3,4,5-tetrahydro-1H-1,5-benzodiazepine). Run in CN(C)C=O (DMF), CN(C)C=O (DMF), CC(OCC)=O (EA). Conditions: time 20 minute. Yields the product O=C1CC(N(C2=C(N1CCC1=CC=CC=C1)C=CC=C2)C2=CC=CC=C2)=O (2,4-Dioxo-5-phenyl-1-(2-phenylethyl)-2,3,4,5-tetrahydro-1H-1,5-benzodiazepine). RXN SMILES: [H-].[Na+].[O:3]=[C:4]1[NH:10][C:9]2[CH:11]=[CH:12][CH:13]=[CH:14][C:8]=2[N:7]([C:15]2[CH:20]=[CH:19][CH:18]=[CH:17][CH:16]=2)[C:6](=[O:21])[CH2:5]1.[C:22]1([CH2:28][CH2:29]Br)[CH:27]=[CH:26][CH:25]=[CH:24][CH:23]=1>CN(C=O)C.CC(=O)OCC>[O:3]=[C:4]1[N:10]([CH2:29][CH2:28][C:22]2[CH:27]=[CH:26][CH:25]=[CH:24][CH:23]=2)[C:9]2[CH:11]=[CH:12][CH:13]=[CH:14][C:8]=2[N:7]([C:15]2[CH:16]=[CH:17][CH:18]=[CH:19][CH:20]=2)[C:6](=[O:21])[CH2:5]1 |f:0.1|. Reported procedure: Sodium hydride 80% dispersion in oil (0.13 g) was added portionwise to a solution of the 2,4-dioxo-5-phenyl-2,3,4,5-tetrahydro-1H-1,5-benzodiazepine (compound a) (1 g) in DMF (18 ml) previously cooled at 0°. The reaction was stirred for 20 min at 0°, then a solution of 2-phenylethyl bromide (0.85 ml) in DMF (2 ml) was added dropwise, the mixture was stirred at 23° for 15 h, then diluted with EA (80 ml) and washed with brine (3×100 ml), dried and concentrated "in vacuo". The crude product was pur... The reactants are O(C1=CC=CC=C1)C=1C=C(C=O)C=CC1 (3-phenoxybenzaldehyde), C(O)CN (ethanolamine), SCC(=O)O (mercaptoacetic acid). Run in C1=CC=CC=C1 (benzene). Product: OCCN1C(SCC1=O)C1=CC(=CC=C1)OC1=CC=CC=C1 (3-(2-hydroxyethyl)-2-(3-phenoxyphenyl)-4-thiazolidinone). Yield: 97.2%. Reaction SMILES: [O:1]([C:8]1[CH:9]=[C:10]([CH:13]=[CH:14][CH:15]=1)[CH:11]=O)[C:2]1[CH:7]=[CH:6][CH:5]=[CH:4][CH:3]=1.[CH2:16]([CH2:18][NH2:19])[OH:17].[SH:20][CH2:21][C:22](O)=[O:23]>C1C=CC=CC=1>[OH:17][CH2:16][CH2:18][N:19]1[C:22](=[O:23])[CH2:21][S:20][CH:11]1[C:10]1[CH:13]=[CH:14][CH:15]=[C:8]([O:1][C:2]2[CH:7]=[CH:6][CH:5]=[CH:4][CH:3]=2)[CH:9]=1. Procedure: A mixture of 15.3 g (0.077 mole) of 3-phenoxybenzaldehyde (Fluka), 4.8 g (0.078 mole) of ethanolamine (99%, Aldrich) and 7.5 g (0.077 mole) of mercaptoacetic acid (95%, Aldrich) in 150 ml of benzene was stirred and heated at reflux temperature overnight utilizing a Dean-Stark trap to remove water. The reaction mixture was poured into a solution of 300 ml of water and 20 ml of concentrated ammonium hydroxide solution. The layers were separated and the organic layer was washed twice with 100 ml po... Starting materials: CC(C)(C)OC(=O)CNC(=O)c1c(O)c2c(n(Cc3ccccc3C#N)c1=O)CN(C(=O)c1cscn1)C2, ClCCl, O=C(O)C(F)(F)F. Product: N#Cc1ccccc1Cn1c2c(c(O)c(C(=O)NCC(=O)O)c1=O)CN(C(=O)c1cscn1)C2. RXN SMILES: [C:1](#[N:2])[c:3]1[c:4]([CH2:5][n:6]2[c:7]3[c:8]([c:9]([OH:24])[c:10]([C:13](=[O:14])[NH:15][CH2:16][C:17](=[O:18])[O:19][C:20]([CH3:21])([CH3:22])[CH3:23])[c:11]2=[O:12])[CH2:25][N:26]([C:28](=[O:29])[c:30]2[n:31][cH:32][s:33][cH:34]2)[CH2:27]3)[cH:35][cH:36][cH:37][cH:38]1.[Cl:46][CH2:47][Cl:48].[F:39][C:40]([F:41])([F:42])[C:43]([OH:44])=[O:45]>>[C:1](#[N:2])[c:3]1[c:4]([CH2:5][n:6]2[c:7]3[c:8]([c:9]([OH:24])[c:10]([C:13](=[O:14])[NH:15][CH2:16][C:17](=[O:18])[OH:19])[c:11]2=[O:12])[CH2:25][N:26]([C:28](=[O:29])[c:30]2[n:31][cH:32][s:33][cH:34]2)[CH2:27]3)[cH:35][cH:36][cH:37][cH:38]1. Reactants: [BH3-]C#N, CO, CC(=O)O, Cl, O=c1ccc(-c2ccc(OC3CCNCC3)nc2)n[nH]1, [Na+], O=C1CCCC1, CN(C)C=O. The product is O=c1ccc(-c2ccc(OC3CCN(C4CCCC4)CC3)nc2)n[nH]1. Reaction SMILES: [C:30]([BH3-:31])#[N:32].[CH3:22][OH:23].[CH3:39][C:40](=[O:41])[OH:42].[ClH:1].[NH:2]1[CH2:3][CH2:4][CH:5]([O:8][c:9]2[cH:10][cH:11][c:12](-[c:15]3[cH:16][cH:17][c:18](=[O:21])[nH:19][n:20]3)[cH:13][n:14]2)[CH2:6][CH2:7]1.[Na+:33].[O:24]=[C:25]1[CH2:26][CH2:27][CH2:28][CH2:29]1.[O:34]=[CH:35][N:36]([CH3:37])[CH3:38]>>[N:2]1([CH:25]2[CH2:26][CH2:27][CH2:28][CH2:29]2)[CH2:3][CH2:4][CH:5]([O:8][c:9]2[cH:10][cH:11][c:12](-[c:15]3[cH:16][cH:17][c:18](=[O:21])[nH:19][n:20]3)[cH:13][n:14]2)[CH2:6][CH2:7]1.